Dataset: the Open Reaction Database (ORD), a public repository of structured organic reaction records. Task: describe an organic reaction: reactants, conditions, products, and yield Starting materials: Cc1ccccc1, O=CO, CCOc1ccc(C2CCC(CCC3OCCCO3)CC2)c(F)c1F. The product is CCOc1ccc(C2CCC(CCC=O)CC2)c(F)c1F. Reaction SMILES: [CH3:29][c:30]1[cH:31][cH:32][cH:33][cH:34][cH:35]1.[CH:26]([OH:27])=[O:28].[F:1][c:2]1[c:3]([CH:12]2[CH2:13][CH2:14][CH:15]([CH2:18][CH2:19][CH:20]3[O:21][CH2:25][CH2:24][CH2:23][O:22]3)[CH2:16][CH2:17]2)[cH:4][cH:5][c:6]([O:9][CH2:10][CH3:11])[c:7]1[F:8]>>[F:1][c:2]1[c:3]([CH:12]2[CH2:13][CH2:14][CH:15]([CH2:18][CH2:19][CH:20]=[O:21])[CH2:16][CH2:17]2)[cH:4][cH:5][c:6]([O:9][CH2:10][CH3:11])[c:7]1[F:8]. Starting materials: O=C(O)C1CCC1, CCN(C(C)C)C(C)C, [Cl-], ClCCl, CC(=O)c1cccc(N)c1. Yields the product CC(=O)c1cccc(NC(=O)C2CCC2)c1. RXN SMILES: [CH:11]1([C:15](=[O:16])[OH:17])[CH2:12][CH2:13][CH2:14]1.[CH:19]([N:20]([CH:21]([CH3:22])[CH3:23])[CH2:24][CH3:25])([CH3:26])[CH3:27].[Cl-:18].[Cl:28][CH2:29][Cl:30].[NH2:1][c:2]1[cH:3][c:4]([C:8]([CH3:9])=[O:10])[cH:5][cH:6][cH:7]1>>[NH:1]([c:2]1[cH:3][c:4]([C:8]([CH3:9])=[O:10])[cH:5][cH:6][cH:7]1)[C:15]([CH:11]1[CH2:12][CH2:13][CH2:14]1)=[O:16]. Starting materials: CCO, CCOC(C)=O, [Cl-], CN(C)CCSc1c(Cl)cc2c([nH]c3cnccc32)c1[N+](=O)[O-], [Fe], [NH4+]. Yields the product CN(C)CCSc1c(Cl)cc2c([nH]c3cnccc32)c1N. Reaction SMILES: [CH3:26][CH2:27][OH:28].[CH3:29][CH2:30][O:31][C:32](=[O:33])[CH3:34].[Cl-:24].[Cl:1][c:2]1[cH:3][c:4]2[c:5]3[cH:6][cH:7][n:8][cH:9][c:10]3[nH:11][c:12]2[c:13]([N+:21]([O-:22])=[O:23])[c:14]1[S:15][CH2:16][CH2:17][N:18]([CH3:19])[CH3:20].[Fe:35].[NH4+:25]>>[Cl:1][c:2]1[cH:3][c:4]2[c:5]3[cH:6][cH:7][n:8][cH:9][c:10]3[nH:11][c:12]2[c:13]([NH2:21])[c:14]1[S:15][CH2:16][CH2:17][N:18]([CH3:19])[CH3:20]. Starting materials: O=C(CBr)Nc1ccncn1, CC#N, ClC(Cl)Cl, O=C(OC1CN2CCC1CC2)C(O)(c1cccs1)c1cccs1. Yields the product [Br-], O=C(C[N+]12CCC(CC1)C(OC(=O)C(O)(c1cccs1)c1cccs1)C2)Nc1ccncn1. RXN SMILES: [Br:1][CH2:2][C:3](=[O:4])[NH:5][c:6]1[n:7][cH:8][n:9][cH:10][cH:11]1.[C:35](#[N:36])[CH3:37].[CH:38]([Cl:39])([Cl:40])[Cl:41].[N:12]12[CH2:13][CH:14]([O:20][C:21]([C:22]([c:23]3[s:24][cH:25][cH:26][cH:27]3)([c:28]3[s:29][cH:30][cH:31][cH:32]3)[OH:33])=[O:34])[CH:15]([CH2:16][CH2:17]1)[CH2:18][CH2:19]2>>[Br-:1].[CH2:2]([C:3](=[O:4])[NH:5][c:6]1[n:7][cH:8][n:9][cH:10][cH:11]1)[N+:12]12[CH2:13][CH:14]([O:20][C:21]([C:22]([c:23]3[s:24][cH:25][cH:26][cH:27]3)([c:28]3[s:29][cH:30][cH:31][cH:32]3)[OH:33])=[O:34])[CH:15]([CH2:16][CH2:17]1)[CH2:18][CH2:19]2. The reactants are CS(=O)(=O)C(CCCCCCC(=O)OC)CCCC(CCCCC)OC(C)=O (methyl 8-methylsulfonyl-12-acetoxyheptadecanoate), CS(=O)(=O)C(CCCCCCC(=O)OC)CC#CC1(CCCCC1)OC(C)=O (methyl 8-methylsulfonyl-11-(1-acetoxycyclohexyl)-10-undecynoate). Procedure: The synthesis of this compound is carried out by the procedure of Example 3, Step E, except that methyl 8-methylsulfonyl-12-acetoxyheptadecanoate is replaced by an equivalent quantity of methyl 8-methylsulfonyl-11-(1-acetoxycyclohexyl)-10-undecynoate. Yields the product CS(=O)(=O)C(CCCCCCC(=O)O)CC#CC1(CCCCC1)O (8-methylsulfonyl-11-(1-hydroxycyclohexyl)-10-undecynoic acid). RXN SMILES: [CH3:1][S:2]([CH:5]([CH2:16][CH2:17][CH2:18][CH:19]([O:25]C(=O)C)[CH2:20][CH2:21][CH2:22][CH2:23][CH3:24])[CH2:6][CH2:7][CH2:8][CH2:9][CH2:10][CH2:11][C:12]([O:14]C)=[O:13])(=[O:4])=[O:3].CS(C(CC#CC1(OC(=O)C)CCCCC1)CCCCCCC(OC)=O)(=O)=O>>[CH3:1][S:2]([CH:5]([CH2:16][C:17]#[C:18][C:19]1([OH:25])[CH2:20][CH2:21][CH2:22][CH2:23][CH2:24]1)[CH2:6][CH2:7][CH2:8][CH2:9][CH2:10][CH2:11][C:12]([OH:14])=[O:13])(=[O:3])=[O:4]. Starting materials: C([C@@H]1[C@@H](O)[C@H](O)[C@H](O1)CO)O (2,5-anhydro-D-mannitol), C1(=CC=CC=C1)C(C1=CC=CC=C1)(C1=CC=CC=C1)Cl (triphenylmethyl chloride). Solvent: N1=CC=CC=C1 (pyridine), C(Cl)Cl (CH2Cl2). Conditions: temperature 100 celsius, time 12 hour. The product is C1(=CC=CC=C1)C(OC[C@@H]1[C@@H](O)[C@H](O)[C@H](O1)COC(C1=CC=CC=C1)(C1=CC=CC=C1)C1=CC=CC=C1)(C1=CC=CC=C1)C1=CC=CC=C1 (1,6-Di-O-(triphenylmethyl)-2,5-anhydro-D-mannitol). As a reaction SMILES: [CH2:1]([OH:11])[C@H:2]1[O:8][C@H:7]([CH2:9][OH:10])[C@@H:5]([OH:6])[C@@H:3]1[OH:4].[C:12]1([C:18](Cl)([C:25]2[CH:30]=[CH:29][CH:28]=[CH:27][CH:26]=2)[C:19]2[CH:24]=[CH:23][CH:22]=[CH:21][CH:20]=2)[CH:17]=[CH:16][CH:15]=[CH:14][CH:13]=1>N1C=CC=CC=1.C(Cl)Cl>[C:12]1([C:18]([C:25]2[CH:30]=[CH:29][CH:28]=[CH:27][CH:26]=2)([C:19]2[CH:24]=[CH:23][CH:22]=[CH:21][CH:20]=2)[O:10][CH2:9][C@H:7]2[O:8][C@H:2]([CH2:1][O:11][C:18]([C:12]3[CH:17]=[CH:16][CH:15]=[CH:14][CH:13]=3)([C:25]3[CH:26]=[CH:27][CH:28]=[CH:29][CH:30]=3)[C:19]3[CH:20]=[CH:21][CH:22]=[CH:23][CH:24]=3)[C@@H:3]([OH:4])[C@@H:5]2[OH:6])[CH:17]=[CH:16][CH:15]=[CH:14][CH:13]=1. Reported procedure: a mixture of 2.35 g (14.33 mmol) of 2,5-anhydro-D-mannitol and 8.79 g (31.53 mmol) of triphenylmethyl chloride in 38 ml of pyridine was stirred at 100° C. for 12 hours. After cooling, the mixture was diluted with CH2Cl2, and washed with aq.HCl (0.78 mol/l), the organic phase was dried over Na2SO4 and the solvent was subsequently removed under reduced pressure. The crude product was purified by means of column chromatography (hexane/ethyl acetate 2:1). Yield: 5.57 g (60% of theory).